This data is from the Open Reaction Database (ORD), a public repository of structured organic reaction records. The task is: describe an organic reaction: reactants, conditions, products, and yield Reactants: COc1ccc2cc(C)sc2c1OC(C)C, ClCCl. The product is COc1ccc2cc(C)sc2c1O. RXN SMILES: [CH:1]([CH3:2])([CH3:3])[O:4][c:5]1[c:6]([O:15][CH3:16])[cH:7][cH:8][c:9]2[c:10]1[s:11][c:12]([CH3:14])[cH:13]2.[Cl:17][CH2:18][Cl:19]>>[OH:4][c:5]1[c:6]([O:15][CH3:16])[cH:7][cH:8][c:9]2[c:10]1[s:11][c:12]([CH3:14])[cH:13]2.